From a dataset of the Open Reaction Database (ORD), a public repository of structured organic reaction records. describe an organic reaction: reactants, conditions, products, and yield Starting materials: CC1=C(C(=CC(=C1)C)C)S(=O)(=O)OC1=NC(=NC(=C1CC1=CC=C(C=C1)COC1OCCCC1)C)N (2-Amino-6-methyl-5-(4-((tetrahydro-2H-pyran-2-yloxy)methyl)benzyl)pyrimidin-4-yl 2,4,6-trimethylbenzenesulfonate), C(CCCC)N (n-pentylamine). The solvent is C(CCC)O (1-butanol). Yields the product CC1=C(C(=NC(=N1)N)NCCCCC)CC1=CC=C(C=C1)COC1OCCCC1 (6-Methyl-N4-pentyl-5-(4-((tetrahydro-2H-pyran-2-yloxy)methyl)benzyl)pyrimidine-2,4-diamine). Reaction SMILES: CC1C=C(C)C=C(C)C=1S(O[C:14]1[C:19]([CH2:20][C:21]2[CH:26]=[CH:25][C:24]([CH2:27][O:28][CH:29]3[CH2:34][CH2:33][CH2:32][CH2:31][O:30]3)=[CH:23][CH:22]=2)=[C:18]([CH3:35])[N:17]=[C:16]([NH2:36])[N:15]=1)(=O)=O.[CH2:37]([NH2:42])[CH2:38][CH2:39][CH2:40][CH3:41]>C(O)CCC>[CH3:35][C:18]1[N:17]=[C:16]([NH2:36])[N:15]=[C:14]([NH:42][CH2:37][CH2:38][CH2:39][CH2:40][CH3:41])[C:19]=1[CH2:20][C:21]1[CH:22]=[CH:23][C:24]([CH2:27][O:28][CH:29]2[CH2:34][CH2:33][CH2:32][CH2:31][O:30]2)=[CH:25][CH:26]=1. Procedure details: A mixture of the product from step (iii) (6.49 g) and n-pentylamine (7.34 ml) in 1-butanol was heated under reflux for 24 h. The solvent was evaporated and the residue partitioned between EtOAc and water. The organics were separated, dried and evaporated under reduced pressure. The residue was purified by column chromatography eluting with 8% MeOH/DCM to afford the subtitle compound, 3.4 g. The reactants are CN1C(N(CC1)C)=O (1,3-dimethyl-2-imidazolidinone), C1=C(C=CC=C1O)C (m-cresol). The product is CN1C(N(CC1)C)=O.C1=C(C=CC=C1O)C (1,3-dimethyl-2-imidazolidinone m-cresol). As a reaction SMILES: [CH3:1][N:2]1[CH2:6][CH2:5][N:4]([CH3:7])[C:3]1=[O:8].[CH:9]1[C:14]([OH:15])=[CH:13][CH:12]=[CH:11][C:10]=1[CH3:16]>>[CH3:1][N:2]1[CH2:6][CH2:5][N:4]([CH3:7])[C:3]1=[O:8].[CH:9]1[C:14]([OH:15])=[CH:13][CH:12]=[CH:11][C:10]=1[CH3:16] |f:2.3|. Procedure details: Distillation was conducted in the same manner as in Example B2, except that the internal pressure of flask of 1.33×103 Pa was used instead of that of 1.33×104 Pa in Example B2, to thereby obtain about 10 g each of the forerun, middle-run, post-run and bottom. The compositions of 1,3-dimethyl-2-imidazolidinone and m-cresol contained therein were determined in the same manner as in Example B2 to give each the same composition, 1,3-dimethyl-2-imidazolidinone/m-cresol=51.35% by weight/48.65% by weig...